Dataset: the Open Reaction Database (ORD), a public repository of structured organic reaction records. Task: describe an organic reaction: reactants, conditions, products, and yield Reactants: C=CCCC (pentene), C(C)(C)(C)[Li] (t-butyllithum), CC(/C=C/I)C(C)C ((E)-3,4-dimethyl-1-iodo-1-pentene), C(C)(=O)C1CCC2C(CCCC12C)=CC(OC)C12C(C(CC2C1)O[Si](C)(C)C(C)(C)C)=C (1-acetyl-4-(2-(3-(t-butyldimethylsilyloxy)-2-methylenebicyclo[3.1.0]hexane-1-yl)-2-methoxyethylidene)-2,3,3a,4,5,6,7,7a-octahydro-7a-methylindene), ClC(=O)OC (methyl chloroformate), C(O)([O-])=O.[Na+] (sodium hydrogencarbonate). Run in O1CCCC1 (tetrahydrofuran), C(C)OCC (diethyl ether). Conditions: time 2 hour. Yields the product CC(/C=C/[C@](C)(OC(=O)OC)C1CCC2C(CCCC12C)=CC(OC)C12C(C(CC2C1)O[Si](C)(C)C(C)(C)C)=C)C(C)C ((2S,3E)-5,6-dimethyl-2-(4-(2-(3-(t-butyldimethylsilyloxy)-2-methylenebicyclo[3.1.0]hexane-1-yl)-2-methoxyethylidene)-2,3,3a,4,5,6,7,7a-octahydro-7a-methylinden-1-yl)-2-methoxycarbonyloxy-3-heptene). Reaction SMILES: C=CCCC.C([Li])(C)(C)C.[CH3:11][CH:12]([CH:16]([CH3:18])[CH3:17])/[CH:13]=[CH:14]/I.[C:19]([CH:22]1[C:30]2([CH3:31])[CH:25]([C:26](=[CH:32][CH:33]([C:36]34[CH2:41][CH:40]3[CH2:39][CH:38]([O:42][Si:43]([C:46]([CH3:49])([CH3:48])[CH3:47])([CH3:45])[CH3:44])[C:37]4=[CH2:50])[O:34][CH3:35])[CH2:27][CH2:28][CH2:29]2)[CH2:24][CH2:23]1)(=[O:21])[CH3:20].Cl[C:52]([O:54][CH3:55])=[O:53].C(=O)([O-])O.[Na+]>C(OCC)C.O1CCCC1>[CH3:11][CH:12]([CH:16]([CH3:18])[CH3:17])/[CH:13]=[CH:14]/[C@@:19]([CH:22]1[C:30]2([CH3:31])[CH:25]([C:26](=[CH:32][CH:33]([C:36]34[CH2:41][CH:40]3[CH2:39][CH:38]([O:42][Si:43]([C:46]([CH3:49])([CH3:48])[CH3:47])([CH3:44])[CH3:45])[C:37]4=[CH2:50])[O:34][CH3:35])[CH2:27][CH2:28][CH2:29]2)[CH2:24][CH2:23]1)([O:21][C:52]([O:54][CH3:55])=[O:53])[CH3:20] |f:5.6|. Procedure details: 2.3 ml of 1.5M pentene solution of t-butyllithum was dropwise added, at -78° C., to a solution 416 mg of (E)-3,4-dimethyl-1-iodo-1-pentene dissolved in 5 ml of diethyl ether. The reaction mixture was stirred at room temperature for 2 hours. Thereto was dropwise added a solution of 682 mg of 1-acetyl-4-(2-(3-(t-butyldimethylsilyloxy)-2-methylenebicyclo[3.1.0]hexane-1-yl)-2-methoxyethylidene)-2,3,3a,4,5,6,7,7a-octahydro-7a-methylindene dissolved in 10 ml of tetrahydrofuran. The mixture was stirred... Starting materials: COC(C=CC1=CC2=C(N(C(=N2)CN)CCN(CC)CC)C=C1)=O (3-[2-aminomethyl-1-(2-diethylamino-ethyl)-1H-benzoimidazol-5-yl]-acrylic acid methyl ester), C(C)(C)N(C(C)C)CC (N,N-diisopropylethylamine), ClCCl (dichloromethane), CC(C(=O)Cl)(C)C (2,2-dimethyl-propionyl chloride). The solvent is C(C)(=O)OCC (ethyl acetate). Reaction conditions: time 1 hour. The product is COC(C=CC1=CC2=C(N(C(=N2)CNC(C(C)(C)C)=O)CCN(CC)CC)C=C1)=O (3-{1-(2-diethylamino-ethyl)-2-[(2,2-dimethyl-propionylamino)-methyl]-1H-benzoimidazol-5-yl}-acrylic acid methyl ester). RXN SMILES: [CH3:1][O:2][C:3](=[O:24])[CH:4]=[CH:5][C:6]1[CH:23]=[CH:22][C:9]2[N:10]([CH2:15][CH2:16][N:17]([CH2:20][CH3:21])[CH2:18][CH3:19])[C:11]([CH2:13][NH2:14])=[N:12][C:8]=2[CH:7]=1.C(N(CC)C(C)C)(C)C.ClCCl.[CH3:37][C:38]([CH3:43])([CH3:42])[C:39](Cl)=[O:40]>C(OCC)(=O)C>[CH3:1][O:2][C:3](=[O:24])[CH:4]=[CH:5][C:6]1[CH:23]=[CH:22][C:9]2[N:10]([CH2:15][CH2:16][N:17]([CH2:20][CH3:21])[CH2:18][CH3:19])[C:11]([CH2:13][NH:14][C:39](=[O:40])[C:38]([CH3:43])([CH3:42])[CH3:37])=[N:12][C:8]=2[CH:7]=1. Reported procedure: To a pre-stirred solution of 3-[2-aminomethyl-1-(2-diethylamino-ethyl)-1H-benzoimidazol-5-yl]-acrylic acid methyl ester (61-6, 0.10 g, 0.23 mmol), N,N-diisopropylethylamine (97 μL, 0.58 mmol) and dichloromethane (1.17 mL) was added 2,2-dimethyl-propionyl chloride (34.6 μL, 0.28 mmol) and the resulting reaction mixture was stirred at room temperature for 1 h. When the reaction has completed, ethyl acetate (20 mL) was added to dilute the mixture. The organic contents were washed with saturated sod... The reactants are CCC(CC)CO, C1CCOC1, CCOC(=O)N=NC(=O)[O-], COC(=O)C1=Cc2ccc(O)c(C)c2OC1C(F)(F)F, c1ccc(P(c2ccccc2)c2ccccc2)cc1. Yields the product CCC(CC)COc1ccc2c(c1C)OC(C(F)(F)F)C(C(=O)OC)=C2. As a reaction SMILES: [CH2:40]([CH3:41])[CH:42]([CH2:43][OH:44])[CH2:45][CH3:46].[CH2:57]1[O:58][CH2:59][CH2:60][CH2:61]1.[N:47]([C:48]([O:49][CH2:50][CH3:51])=[O:52])=[N:53][C:54]([O-:55])=[O:56].[OH:20][c:21]1[cH:22][cH:23][c:24]2[c:29]([c:30]1[CH3:31])[O:28][CH:27]([C:32]([F:33])([F:34])[F:35])[C:26]([C:36](=[O:37])[O:38][CH3:39])=[CH:25]2.[c:1]1([P:2]([c:3]2[cH:4][cH:5][cH:6][cH:7][cH:8]2)[c:9]2[cH:10][cH:11][cH:12][cH:13][cH:14]2)[cH:15][cH:16][cH:17][cH:18][cH:19]1>>[O:20]([c:21]1[cH:22][cH:23][c:24]2[c:29]([c:30]1[CH3:31])[O:28][CH:27]([C:32]([F:33])([F:34])[F:35])[C:26]([C:36](=[O:37])[O:38][CH3:39])=[CH:25]2)[CH2:43][CH:42]([CH2:40][CH3:41])[CH2:45][CH3:46]. Reactants: [N+](=O)(O)[O-] (nitric acid), COC1=CC(=NC=C1)C1=CC=C(C=C1)F (4-(4-methoxypyridin-2-yl)fluorobenzene), [OH-].[Na+] (sodium hydroxide). Run in S(O)(O)(=O)=O (sulfuric acid). Reaction conditions: temperature 0 celsius, time 30 minute. Product: FC1=C(C=C(C=C1)C1=NC=CC(=C1)OC)[N+](=O)[O-] (2-fluoro-5-(4-methoxypyridin-2-yl)nitrobenzene). Reaction SMILES: [CH3:1][O:2][C:3]1[CH:8]=[CH:7][N:6]=[C:5]([C:9]2[CH:14]=[CH:13][C:12]([F:15])=[CH:11][CH:10]=2)[CH:4]=1.[N+:16]([O-])([OH:18])=[O:17].[OH-].[Na+]>S(=O)(=O)(O)O>[F:15][C:12]1[CH:13]=[CH:14][C:9]([C:5]2[CH:4]=[C:3]([O:2][CH3:1])[CH:8]=[CH:7][N:6]=2)=[CH:10][C:11]=1[N+:16]([O-:18])=[O:17] |f:2.3|. Reported procedure: To a suspension of 4-(4-methoxypyridin-2-yl)fluorobenzene (0.71 g) in sulfuric acid (10 ml) was added fuming nitric acid (0.176 ml) dropwise at 0° C., and the mixture was stirred at 0° C. for 30 minutes. The reaction mixture was poured into an aqueous sodium hydroxide solution (4N) and extracted with ethyl acetate. The separated organic layer was washed with water and brine, dried over sodium sulfate and evaporated under reduced pressure to give 2-fluoro-5-(4-methoxypyridin-2-yl)nitrobenzene (83...